Dataset: the Open Reaction Database (ORD), a public repository of structured organic reaction records. Task: describe an organic reaction: reactants, conditions, products, and yield Reactants: P(Br)(Br)Br (phosphorous tribromide), C1(=CC=CC=C1)/C(/CO)=C\F ((E)-2-phenyl-3-fluoroallyl alcohol). Solvent: C1(=CC=CC=C1)C (toluene), C1(=CC=CC=C1)C (toluene). Reaction conditions: time 3 hour. Yields the product C1(=CC=CC=C1)/C(/CBr)=C\F ((E)-2-phenyl-3-fluoroallyl bromide). Isolated yield 176.3%. RXN SMILES: P(Br)(Br)[Br:2].[C:5]1(/[C:11](=[CH:14]\[F:15])/[CH2:12]O)[CH:10]=[CH:9][CH:8]=[CH:7][CH:6]=1>C1(C)C=CC=CC=1>[C:5]1(/[C:11](=[CH:14]\[F:15])/[CH2:12][Br:2])[CH:10]=[CH:9][CH:8]=[CH:7][CH:6]=1. Procedure details: A solution of phosphorous tribromide (227 mg) in toluene (2 ml) is slowly added to a solution of (E)-2-phenyl-3-fluoroallyl alcohol (305 mg) in toluene at about -5° so that the temperature does not rise above 0°. The cooling bath is removed and stirring is continued for 3 hours. The reaction mixture is then poured into saturated, aqueous potassium carbonate (20 ml). The mixture is extracted with ether, and the ether solution is washed with water and dried (MgSO4). Evaporation of solvent gives (E...